This data is from the Open Reaction Database (ORD), a public repository of structured organic reaction records. The task is: describe an organic reaction: reactants, conditions, products, and yield Starting materials: CCCC[Sn](CCCC)(CCCC)c1ccnnc1, [Cl-], [Cu]I, COC(C)(C)C#Cc1cnc2c(c1)C1(COC(N)=N1)c1cc(OS(=O)(=O)C(F)(F)C(F)(F)C(F)(F)C(F)(F)F)ccc1O2, [Li+], CN(C)C=O, c1ccc(P(c2ccccc2)(c2ccccc2)[Pd](P(c2ccccc2)(c2ccccc2)c2ccccc2)(P(c2ccccc2)(c2ccccc2)c2ccccc2)P(c2ccccc2)(c2ccccc2)c2ccccc2)cc1. Yields the product COC(C)(C)C#Cc1cnc2c(c1)C1(COC(N)=N1)c1cc(-c3ccnnc3)ccc1O2. As a reaction SMILES: [CH2:46]([Sn:47]([CH2:48][CH2:49][CH2:50][CH3:57])([c:51]1[cH:52][n:53][n:54][cH:55][cH:56]1)[CH2:58][CH2:59][CH2:60][CH3:61])[CH2:62][CH2:63][CH3:64].[Cl-:45].[Cu:65][I:66].[F:1][C:2]([F:3])([S:4]([O:5][c:17]1[cH:18][c:19]2[c:35]([cH:36][cH:37]1)[O:34][c:22]1[c:21]([cH:26][c:25]([C:27]#[C:28][C:29]([CH3:30])([CH3:31])[O:32][CH3:33])[cH:24][n:23]1)[C:20]21[N:38]=[C:39]([NH2:42])[O:40][CH2:41]1)(=[O:6])=[O:7])[C:8]([F:9])([F:10])[C:11]([F:12])([F:13])[C:14]([F:15])([F:16])[F:43].[Li+:44].[O:144]=[CH:145][N:146]([CH3:147])[CH3:148].[cH:67]1[cH:68][cH:69][c:70]([P:71]([Pd:72]([P:73]([c:74]2[cH:75][cH:76][cH:77][cH:78][cH:79]2)([c:80]2[cH:81][cH:82][cH:83][cH:84][cH:85]2)[c:86]2[cH:87][cH:88][cH:89][cH:90][cH:91]2)([P:92]([c:93]2[cH:94][cH:95][cH:96][cH:97][cH:98]2)([c:99]2[cH:100][cH:101][cH:102][cH:103][cH:104]2)[c:105]2[cH:106][cH:107][cH:108][cH:109][cH:110]2)[P:111]([c:112]2[cH:113][cH:114][cH:115][cH:116][cH:117]2)([c:118]2[cH:119][cH:120][cH:121][cH:122][cH:123]2)[c:124]2[cH:125][cH:126][cH:127][cH:128][cH:129]2)([c:130]2[cH:131][cH:132][cH:133][cH:134][cH:135]2)[c:136]2[cH:137][cH:138][cH:139][cH:140][cH:141]2)[cH:142][cH:143]1>>[c:17]1(-[c:51]2[cH:52][n:53][n:54][cH:55][cH:56]2)[cH:18][c:19]2[c:35]([cH:36][cH:37]1)[O:34][c:22]1[c:21]([cH:26][c:25]([C:27]#[C:28][C:29]([CH3:30])([CH3:31])[O:32][CH3:33])[cH:24][n:23]1)[C:20]21[N:38]=[C:39]([NH2:42])[O:40][CH2:41]1. Reactants: Cl, COc1nccc2oc(S(N)(=O)=O)cc12. The product is NS(=O)(=O)c1cc2c(=O)[nH]ccc2o1. Reaction SMILES: [ClH:16].[S:1]([NH2:2])(=[O:3])(=[O:4])[c:5]1[cH:6][c:7]2[c:8]([O:14][CH3:15])[n:9][cH:10][cH:11][c:12]2[o:13]1>>[S:1]([NH2:2])(=[O:3])(=[O:4])[c:5]1[cH:6][c:7]2[c:8](=[O:14])[nH:9][cH:10][cH:11][c:12]2[o:13]1. The reactants are C(OC1CCN(CC1)C1=NC=C(C=C1)C(N)=O)(OC1=CC=C(C=C1)[N+](=O)[O-])=O (1-(5-carbamoylpyridin-2-yl)-piperidin-4-yl 4-nitrophenyl carbonate), C(C)(C)N1CCNCC1 (1-isopropylpiperazine), CCN(C(C)C)C(C)C (DIPEA). Solvent: N1=CC=CC=C1 (pyridine). Conditions: temperature 30 celsius, time 2 hour. The product is C(C)(C)N1CCN(CC1)C(=O)OC1CCN(CC1)C1=NC=C(C=C1)C(N)=O (1-(5-carbamoylpyridin-2-yl)piperidin-4-yl 4-isopropylpiperazine-1-carboxylate). The yield is 50.0%. Reaction SMILES: [C:1](=[O:28])(OC1C=CC([N+]([O-])=O)=CC=1)[O:2][CH:3]1[CH2:8][CH2:7][N:6]([C:9]2[CH:14]=[CH:13][C:12]([C:15](=[O:17])[NH2:16])=[CH:11][N:10]=2)[CH2:5][CH2:4]1.[CH:29]([N:32]1[CH2:37][CH2:36][NH:35][CH2:34][CH2:33]1)([CH3:31])[CH3:30].CCN(C(C)C)C(C)C>N1C=CC=CC=1>[CH:29]([N:32]1[CH2:37][CH2:36][N:35]([C:1]([O:2][CH:3]2[CH2:4][CH2:5][N:6]([C:9]3[CH:14]=[CH:13][C:12]([C:15](=[O:17])[NH2:16])=[CH:11][N:10]=3)[CH2:7][CH2:8]2)=[O:28])[CH2:34][CH2:33]1)([CH3:31])[CH3:30]. Procedure: To the solution of 1-(5-carbamoylpyridin-2-yl)-piperidin-4-yl 4-nitrophenyl carbonate (3.0 g, 7.77 mmol) in pyridine (50 ml) was added 1-isopropylpiperazine (1.05 g, 8.16 mmol) and DIPEA (2.01 g, 15.5 mmol). The resulting mixture was stirred at 30° C. for 2 h before it was concentrated to dryness. The residue was further purified by silica gel chromatography (DCM: MeOH=50:1 to 5:1) to afford the title compound as a white solid (1.46 g, 50%). MP: 200.1-203.6° C. [1H NMR (DMSO, 500 MHz): δ 8.61 (d... Reactants: F[B-](F)(F)F, Cn1c(Nc2cc(CN)ccc2Cl)nc2cc(Cl)c(N3CCCC(C(F)(F)F)C3)cc21, CC(N)(C(=O)O)C(F)(F)F, CN(C)C=O, CN(C)C(On1nnc2ccccc21)=[N+](C)C. Yields the product Cn1c(Nc2cc(CNC(=O)C(C)(N)C(F)(F)F)ccc2Cl)nc2cc(Cl)c(N3CCCC(C(F)(F)F)C3)cc21. As a reaction SMILES: [B-:1]([F:2])([F:3])([F:4])[F:5].[Cl:33][c:34]1[c:35]([NH:42][c:43]2[n:44][c:45]3[c:46]([n:47]2[CH3:48])[cH:49][c:50]([N:54]2[CH2:55][CH:56]([C:60]([F:61])([F:62])[F:63])[CH2:57][CH2:58][CH2:59]2)[c:51]([Cl:53])[cH:52]3)[cH:36][c:37]([CH2:38][NH2:39])[cH:40][cH:41]1.[NH2:23][C:24]([C:25](=[O:26])[OH:27])([C:28]([F:29])([F:30])[F:31])[CH3:32].[O:64]=[CH:65][N:66]([CH3:67])[CH3:68].[n:6]1([O:7][C:8]([N:9]([CH3:10])[CH3:11])=[N+:12]([CH3:13])[CH3:14])[c:15]2[cH:16][cH:17][cH:18][cH:19][c:20]2[n:21][n:22]1>>[NH2:23][C:24]([C:25](=[O:26])[NH:39][CH2:38][c:37]1[cH:36][c:35]([NH:42][c:43]2[n:44][c:45]3[c:46]([n:47]2[CH3:48])[cH:49][c:50]([N:54]2[CH2:55][CH:56]([C:60]([F:61])([F:62])[F:63])[CH2:57][CH2:58][CH2:59]2)[c:51]([Cl:53])[cH:52]3)[c:34]([Cl:33])[cH:41][cH:40]1)([C:28]([F:29])([F:30])[F:31])[CH3:32]. The reactants are CC(C(=O)O)(C)SC1=CN=C(S1)NC(=O)N(CCC1=CC=CC=C1)[C@@H]1CC[C@H](CC1)C (2-methyl-2-{2-[3-(trans-4-methyl-cyclohexyl)-3-phenethyl-ureido]-thiazol-5-ylsulfanyl}-propionic acid), BrCCCC1=CC=CC=C1 (1-bromo-3-phenylpropane), C(C)OC(C(C)(C)SC1=CN=C(S1)N)=O (2-(2-amino-thiazol-5-ylsulfanyl)-2-methyl-propionic acid ethyl ester). The product is CC(C(=O)O)(C)SC1=CN=C(S1)NC(=O)N(CCCC1=CC=CC=C1)[C@@H]1CC[C@H](CC1)C (2-Methyl-2-{2-[3-(trans-4-methyl-cyclohexyl)-3-(3-phenyl-propyl)-ureido]-thiazol-5-ylsulfanyl}-propionic acid). RXN SMILES: [CH3:1][C:2]([S:7][C:8]1[S:12][C:11]([NH:13][C:14]([N:16]([C@H:25]2[CH2:30][CH2:29][C@H:28]([CH3:31])[CH2:27][CH2:26]2)[CH2:17][CH2:18]C2C=CC=CC=2)=[O:15])=[N:10][CH:9]=1)([CH3:6])[C:3]([OH:5])=[O:4].BrCC[CH2:35][C:36]1[CH:41]=[CH:40][CH:39]=[CH:38][CH:37]=1.C(OC(=O)C(SC1SC(N)=NC=1)(C)C)C>>[CH3:1][C:2]([S:7][C:8]1[S:12][C:11]([NH:13][C:14]([N:16]([C@H:25]2[CH2:30][CH2:29][C@H:28]([CH3:31])[CH2:27][CH2:26]2)[CH2:17][CH2:18][CH2:35][C:36]2[CH:41]=[CH:40][CH:39]=[CH:38][CH:37]=2)=[O:15])=[N:10][CH:9]=1)([CH3:6])[C:3]([OH:5])=[O:4]. Procedure: The compound was prepared following an analogous procedure to the one described for the synthesis of 2-methyl-2-{2-[3-(trans-4-methyl-cyclohexyl)-3-phenethyl-ureido]-thiazol-5-ylsulfanyl}-propionic acid using 1-bromo-3-phenylpropane and 2-(2-amino-thiazol-5-ylsulfanyl)-2-methyl-propionic acid ethyl ester. Starting materials: C(CC(=O)OC(C)(C)C)(=O)OC(C)(C)C (di-tert-butyl malonate), BrCC=1C(N(N=C(C1)C1=CC(=C(C=C1)OC)F)CC1CC1)=O (4-bromomethyl-2-cyclopropylmethyl-6-(3-fluoro-4-methoxyphenyl)-2H-pyridazin-3-one), CN(C=O)C (N,N-dimethylformamide), C1(CC1)CN1N=C(C=C(C1=O)CC(C(=O)OC(C)(C)C)C(=O)OC(C)(C)C)C1=CC(=C(C=C1)OC)F (2-cyclopropylmethyl-4-[2,2-di(tert-butoxycarbonyl)ethyl]-6-(3-fluoro-4-methoxyphenyl)-2H-pyridazin-3-one), [H-].[Na+] (sodium hydride). Run in O (water). Reaction conditions: time 1 hour. Yields the product C1(CC1)CN1N=C(C=C(C1=O)CCCN1CCN(CC1)C)C1=CC(=C(C=C1)OC)F (2-cyclopropylmethyl-6-(3-fluoro-4-methoxyphenyl)-4-[3-(4-methyl-1-piperazinyl)propyl]-2H-pyridazin-3-one). Isolated yield 61.8%. As a reaction SMILES: [CH:1]1([CH2:4][N:5]2[C:10](=[O:11])[C:9]([CH2:12][CH:13](C(OC(C)(C)C)=O)[C:14](OC(C)(C)C)=O)=[CH:8][C:7]([C:28]3[CH:33]=[CH:32][C:31]([O:34][CH3:35])=[C:30]([F:36])[CH:29]=3)=[N:6]2)[CH2:3][CH2:2]1.[H-].[Na+].C(OC(C)(C)C)(=O)CC(OC(C)(C)C)=O.BrC[C:56]1[C:57](=O)[N:58]([CH2:71][CH:72]2CC2)N=C(C2C=CC(OC)=C(F)C=2)C=1.[CH3:76][N:77](C)C=O>O>[CH:1]1([CH2:4][N:5]2[C:10](=[O:11])[C:9]([CH2:12][CH2:13][CH2:14][N:58]3[CH2:57][CH2:56][N:77]([CH3:76])[CH2:72][CH2:71]3)=[CH:8][C:7]([C:28]3[CH:33]=[CH:32][C:31]([O:34][CH3:35])=[C:30]([F:36])[CH:29]=3)=[N:6]2)[CH2:3][CH2:2]1 |f:1.2|. Procedure details: Preparation of 2-cyclopropylmethyl-4-[2,2-di(tert-butoxycarbonyl)ethyl]-6-(3-fluoro-4-methoxyphenyl)-2H-pyridazin-3-one After 55% sodium hydride (322 mg, 7.38 mmol) was added to a solution of di-tert-butyl malonate (970 mg, 4.48 mmol) in N,N-dimethylformamide (10 mL), 4-bromomethyl-2-cyclopropylmethyl-6-(3-fluoro-4-methoxyphenyl)-2H-pyridazin-3-one (1.8 g, 4.90 mmol) was added under ice-cold stirring. The reaction mixture was stirred at room temperature for 1 hour, poured into water, and extract...